Dataset: the Open Reaction Database (ORD), a public repository of structured organic reaction records. Task: describe an organic reaction: reactants, conditions, products, and yield Starting materials: [N+](=O)([O-])C1=C(C=CC=C1)O (2-nitrophenol), C([O-])([O-])=O.[K+].[K+] (potassium carbonate), ClC=1C=C(C2=C(COCO2)C1)CCl (6-chloro-8-(chloromethyl)benzo-1,3-dioxan). Solvent: CC(=O)C (acetone). Product: ClC=1C=C(C2=C(COCO2)C1)COC1=C(C=CC=C1)[N+](=O)[O-] (1-[(6-chloro(2H,4H-benzo[e]1,3-dioxin-8-yl))methoxy]-2-nitrobenzene). As a reaction SMILES: [N+:1]([C:4]1[CH:9]=[CH:8][CH:7]=[CH:6][C:5]=1[OH:10])([O-:3])=[O:2].C(=O)([O-])[O-].[K+].[K+].[Cl:17][C:18]1[CH:19]=[C:20]([CH2:28]Cl)[C:21]2[O:26][CH2:25][O:24][CH2:23][C:22]=2[CH:27]=1>CC(C)=O>[Cl:17][C:18]1[CH:19]=[C:20]([CH2:28][O:10][C:5]2[CH:6]=[CH:7][CH:8]=[CH:9][C:4]=2[N+:1]([O-:3])=[O:2])[C:21]2[O:26][CH2:25][O:24][CH2:23][C:22]=2[CH:27]=1 |f:1.2.3|. Reported procedure: To a solution of 2-nitrophenol (1.27 g, 9.13 mmol) in acetone (100 mL) was added solid potassium carbonate (1.27 g, 9.13 mmol) followed by 6-chloro-8-(chloromethyl)benzo-1,3-dioxan (1.0 g, 4.57 mmol) and the solution was refluxed for 16 hours. Solvent was evaporated and the residue was purified by column chromatography to give 1-[(6-chloro(2H,4H-benzo[e]1,3-dioxin-8-yl))methoxy]-2-nitrobenzene, a compound of formula (3). Reactants: [BH4-], CO, CC(=O)c1ccc(-c2ccc(Cl)cc2)cc1, [Na+]. The product is CC(O)c1ccc(-c2ccc(Cl)cc2)cc1. RXN SMILES: [BH4-:17].[CH3:19][OH:20].[Cl:1][c:2]1[cH:3][cH:4][c:5](-[c:8]2[cH:9][cH:10][c:11]([C:14]([CH3:15])=[O:16])[cH:12][cH:13]2)[cH:6][cH:7]1.[Na+:18]>>[Cl:1][c:2]1[cH:3][cH:4][c:5](-[c:8]2[cH:9][cH:10][c:11]([CH:14]([CH3:15])[OH:16])[cH:12][cH:13]2)[cH:6][cH:7]1. The reactants are [H-].[Na+] (Sodium hydride), ClC1=C(C=CC=C1)C1C(C(NC(=C1)C)COCCO)(C(=O)OC)C(=O)OCC (4-(2-chlorophenyl)-3-ethoxycarbonyl-2-(2-hydroxyethoxymethyl)-3-methoxycarbonyl-6-methyl-1,4-dihydropyridine), ClC1=NC=CC=N1 (2-chloropyrimidine). The solvent is O1CCCC1 (tetrahydrofuran). Conditions: time 45 minute. Product: ClC1=C(C=CC=C1)C1C(=C(NC(=C1C(=O)OC)C)COCCOC1=NC=CC=N1)C(=O)OCC (4-(2-Chlorophenyl)-3-ethoxycarbonyl-5-methoxycarbonyl-6-methyl-2-[2-(2-pyrimidinyloxy)ethoxymethyl]-1,4-dihydropyridine). Isolated yield 25.3%. Reaction SMILES: [H-].[Na+].[Cl:3][C:4]1[CH:9]=[CH:8][CH:7]=[CH:6][C:5]=1[CH:10]1[CH:15]=[C:14]([CH3:16])[NH:13][CH:12]([CH2:17][O:18][CH2:19][CH2:20][OH:21])[C:11]1([C:26]([O:28][CH2:29][CH3:30])=[O:27])C(OC)=O.Cl[C:32]1[N:37]=[CH:36][CH:35]=[CH:34][N:33]=1>O1CCCC1>[Cl:3][C:4]1[CH:9]=[CH:8][CH:7]=[CH:6][C:5]=1[CH:10]1[C:15]([C:26]([O:28][CH3:29])=[O:27])=[C:14]([CH3:16])[NH:13][C:12]([CH2:17][O:18][CH2:19][CH2:20][O:21][C:32]2[N:37]=[CH:36][CH:35]=[CH:34][N:33]=2)=[C:11]1[C:26]([O:28][CH2:29][CH3:30])=[O:27] |f:0.1|. Procedure details: Sodium hydride (90 mg. of an 80% by weight dispersion in oil) was added to a solution of 4-(2-chlorophenyl)-3-ethoxycarbonyl-2-(2-hydroxyethoxymethyl)-3-methoxycarbonyl-6-methyl-1,4-dihydropyridine (0.60 g) in tetrahydrofuran (20 ml) and the mixture stirred at room temperature for 45 minutes and then treated with 2-chloropyrimidine (0.17 g). The mixture was stirred at room temperature for 3 days and evaporated. The residue was dissolved in ethyl acetate and the solution washed successively with ...